Dataset: the Open Reaction Database (ORD), a public repository of structured organic reaction records. Task: describe an organic reaction: reactants, conditions, products, and yield The reactants are CC(C=O)(COCC1=CC(=C(C=C1)F)OC1=CC=CC=C1)C (2,2-dimethyl-3-(4-fluoro-3-phenoxybenzyloxy)propan-1-al), C(C)OCC (diethylether), CN(P(N(C)C)N(C)C)C (Hexamethylphosphorous triamide), BrC(F)(F)Br (dibromodifluoromethane). Run in COCCOCCOCCOC (triglyme), COCCOCCOCCOC (triglyme). Run at temperature 0 celsius, time 10 minute. The product is CC(COCC1=CC(=C(C=C1)F)OC1=CC=CC=C1)(C=C(F)F)C (2,2-dimethyl-1-(4-fluoro-3-phenoxybenzyloxy)-4,4-difluorobut-3-ene). The yield is 13.5%. As a reaction SMILES: CN(C)P(N(C)C)N(C)C.Br[C:12](Br)([F:14])[F:13].[CH3:16][C:17]([CH3:37])([CH2:20][O:21][CH2:22][C:23]1[CH:28]=[CH:27][C:26]([F:29])=[C:25]([O:30][C:31]2[CH:36]=[CH:35][CH:34]=[CH:33][CH:32]=2)[CH:24]=1)[CH:18]=O.C(OCC)C>COCCOCCOCCOC>[CH3:16][C:17]([CH3:37])([CH:18]=[C:12]([F:14])[F:13])[CH2:20][O:21][CH2:22][C:23]1[CH:28]=[CH:27][C:26]([F:29])=[C:25]([O:30][C:31]2[CH:36]=[CH:35][CH:34]=[CH:33][CH:32]=2)[CH:24]=1. Reported procedure: Hexamethylphosphorous triamide (0.65 g) was added portionwise to a stirred solution of dibromodifluoromethane (0.42 g) in triglyme (3 cm3) whilst being maintained at 0° C. under an atmosphere of nitrogen. After a period of 10 minutes a pale yellow colouration was observed and a solution of 2,2-dimethyl-3-(4-fluoro-3-phenoxybenzyloxy)propan-1-al (0.3 g) in triglyme (2 cm3) was added. After stirring for a further two hours, whilst being maintained at 0° C., the reaction mixture was allowed to warm... Reactants: FC1=C(C(=CC=C1)F)C(=O)NC1=NN(C=C1)CC1=C(C=C(C(=O)O)C=C1)C(F)(F)F (4-[(3-{[(2,6-difluorophenyl)carbonyl]amino}-1H-pyrazol-1-yl)methyl]-3-(trifluoromethyl)benzoic acid), Intermediate 21. Solvent: C1CCOC1 (THF), C1CCOC1 (THF). Conditions: time 1 hour. Yields the product FC1=C(C(=O)NC2=NN(C=C2)CC2=C(C=C(C=C2)CO)C(F)(F)F)C(=CC=C1)F (2,6-Difluoro-N-(1-{[4-(hydroxymethyl)-2-(trifluoromethyl)phenyl]methyl}-1H-pyrazol-3-yl)benzamide). As a reaction SMILES: [F:1][C:2]1[CH:7]=[CH:6][CH:5]=[C:4]([F:8])[C:3]=1[C:9]([NH:11][C:12]1[CH:16]=[CH:15][N:14]([CH2:17][C:18]2[CH:26]=[CH:25][C:21]([C:22](O)=[O:23])=[CH:20][C:19]=2[C:27]([F:30])([F:29])[F:28])[N:13]=1)=[O:10]>C1COCC1>[F:8][C:4]1[CH:5]=[CH:6][CH:7]=[C:2]([F:1])[C:3]=1[C:9]([NH:11][C:12]1[CH:16]=[CH:15][N:14]([CH2:17][C:18]2[CH:26]=[CH:25][C:21]([CH2:22][OH:23])=[CH:20][C:19]=2[C:27]([F:28])([F:30])[F:29])[N:13]=1)=[O:10]. Reported procedure: To a solution of 4-[(3-{[(2,6-difluorophenyl)carbonyl]amino}-1H-pyrazol-1-yl)methyl]-3-(trifluoromethyl)benzoic acid (for a preparation see Intermediate 21)(0.340 g, 0.80 mmol) in THF (5 ml) at ambient temperature under nitrogen was added 1.0 M borane-tetrahydrofuran complex (1.3 ml, 1.30 mmol). The solution was stirred at ambient temperature under nitrogen for 1 h. To the suspension was added a further amount of 1.0 M borane-tetrahydrofuran complex (1.3 ml, 1.30 mmol). The solution was stirred ...